This data is from the Open Reaction Database (ORD), a public repository of structured organic reaction records. The task is: describe an organic reaction: reactants, conditions, products, and yield Starting materials: CC(=O)OCCCCCCCCCCCCc1ccc(I)cc1, C1CCOC1, CO, [Na+], [OH-], O. Reaction SMILES: [C:1](=[O:2])([CH3:3])[O:4][CH2:5][CH2:6][CH2:7][CH2:8][CH2:9][CH2:10][CH2:11][CH2:12][CH2:13][CH2:14][CH2:15][CH2:16][c:17]1[cH:18][cH:19][c:20]([I:23])[cH:21][cH:22]1.[CH2:28]1[O:29][CH2:30][CH2:31][CH2:32]1.[CH3:24][OH:25].[Na+:27].[OH-:26].[OH2:33]>>[OH:4][CH2:5][CH2:6][CH2:7][CH2:8][CH2:9][CH2:10][CH2:11][CH2:12][CH2:13][CH2:14][CH2:15][CH2:16][c:17]1[cH:18][cH:19][c:20]([I:23])[cH:21][cH:22]1. Product: OCCCCCCCCCCCCc1ccc(I)cc1.